From a dataset of the Open Reaction Database (ORD), a public repository of structured organic reaction records. describe an organic reaction: reactants, conditions, products, and yield Starting materials: C(C1=CC=NC=C1)#N (isonicotinonitrile), ClC1=C(C#N)C=CN=C1 (3-Chloroisonicotinonitrile), [Cl-].[NH4+] (ammonium chloride), C[Si](CCO)(C)C (2-(trimethylsilyl)ethanol), [H-].[Na+] (Sodium hydride). Run in C1CCOC1 (THF). Conditions: time 1 hour. The product is ClC=1C(=C(C#N)C=CN1)OC1=CC=NC=C1 (2-chloropyridin-4-yloxy isonicotinonitrile). Yield: 81.7%. RXN SMILES: [C:1](#[N:8])[C:2]1[CH:7]=[CH:6][N:5]=[CH:4][CH:3]=1.C[Si](C)(C)[CH2:11][CH2:12][OH:13].[H-].[Na+].ClC1[CH:26]=[N:25][CH:24]=[CH:23]C=1C#N.[Cl-:27].[NH4+]>C1COCC1>[Cl:27][C:4]1[C:3]([O:13][C:12]2[CH:23]=[CH:24][N:25]=[CH:26][CH:11]=2)=[C:2]([CH:7]=[CH:6][N:5]=1)[C:1]#[N:8] |f:2.3,5.6|. Procedure: Preparation of 32-(trimethylsilyl)ethoxy)isonicotinonitrile: A flask was charged with 2-(trimethylsilyl)ethanol (1.02 g, 8.66 mmol) and added THF (20 mL). Sodium hydride (0.219 g, 8.66 mmol) was added and the reaction was stirred at ambient temperature for 1 hour. 3-Chloroisonicotinonitrile (1.00 g, 7.22 mmol) was added, and the reaction mixture was stirred at ambient temperature for 1 hour and then at 50° C. overnight. A saturated solution of ammonium chloride was added. The reaction mixture wa... Starting materials: C(c1cccc(c1n1cccn1)F)=O, CC1=CN=C(C=C1)N, [C-]#[N+]C1CCCCC1. Reagents/catalysts: O=C(O)C(F)(F)F (trifluoroacetic acid). Solvent: CC(C)O (isopropyl alcohol), CC(C)O (isopropylalcohol). Run at temperature 22 celsius, time 20 hour. The product is Cc1ccc2nc(c3cccc(c3n3cccn3)F)c(NC3CCCCC3)n2c1. The yield is 2.1%. Reaction SMILES: CC1=CC=C(N)N=C1.[C-]#[N+]C1CCCCC1.FC1=CC=CC(C=O)=C1N1C=CC=N1>>CC1=CN2C(C=C1)=NC(=C2NC1CCCCC1)C1=CC=CC(F)=C1N1C=CC=N1.